This data is from the Open Reaction Database (ORD), a public repository of structured organic reaction records. The task is: describe an organic reaction: reactants, conditions, products, and yield Reactants: COC1=CC(=C(C(=C1)C)S(=O)(=O)N(C)CC1=CC(=CO1)C(=O)O)C (5-({[(4-Methoxy-2,6-dimethylphenyl)sulfonyl](methyl)amino}methyl)furan-3-carboxylic acid), Cl.[I-].NCCC1=CC=C(C=C1)NC1=[N+](C=CC=C1)C (2-{[4-(2-aminoethyl)phenyl]amino}-1-methylpyridinium iodide hydrochloride), C1=CN(C=N1)C(=O)N2C=CN=C2 (CDI), CCN(C(C)C)C(C)C (DIPEA). Solvent: ClCCCl (DCE). The product is [I-].COC1=CC(=C(C(=C1)C)S(=O)(=O)N(C)CC1=CC(=CO1)C(=O)NCCC1=CC=C(C=C1)NC1=[N+](C=CC=C1)C)C (2-({4-[2-({[5-({[(4-methoxy-2,6-dimethylphenyl)sulfonyl](methyl)amino}methyl)furan-3-yl]carbonyl}amino)ethyl]phenyl}amino)-1-methylpyridinium iodide). RXN SMILES: [CH3:1][O:2][C:3]1[CH:8]=[C:7]([CH3:9])[C:6]([S:10]([N:13]([CH2:15][C:16]2[O:20][CH:19]=[C:18]([C:21]([OH:23])=O)[CH:17]=2)[CH3:14])(=[O:12])=[O:11])=[C:5]([CH3:24])[CH:4]=1.C1N=CN(C(N2C=NC=C2)=O)C=1.CCN(C(C)C)C(C)C.Cl.[I-:47].[NH2:48][CH2:49][CH2:50][C:51]1[CH:56]=[CH:55][C:54]([NH:57][C:58]2[CH:63]=[CH:62][CH:61]=[CH:60][N+:59]=2[CH3:64])=[CH:53][CH:52]=1>ClCCCl>[I-:47].[CH3:1][O:2][C:3]1[CH:4]=[C:5]([CH3:24])[C:6]([S:10]([N:13]([CH2:15][C:16]2[O:20][CH:19]=[C:18]([C:21]([NH:48][CH2:49][CH2:50][C:51]3[CH:52]=[CH:53][C:54]([NH:57][C:58]4[CH:63]=[CH:62][CH:61]=[CH:60][N+:59]=4[CH3:64])=[CH:55][CH:56]=3)=[O:23])[CH:17]=2)[CH3:14])(=[O:11])=[O:12])=[C:7]([CH3:9])[CH:8]=1 |f:3.4.5,7.8|. Reported procedure: The title compound was prepared according to general procedure AD using 5-({[(4-Methoxy-2,6-dimethylphenyl)sulfonyl](methyl)amino}methyl)furan-3-carboxylic acid (50 mg, 0.13 mmol), CDI (33 mg, 0.2 mmol), DIPEA (0.14 mL, 0.81 mmol) and 2-{[4-(2-aminoethyl)phenyl]amino}-1-methylpyridinium iodide hydrochloride (55 mg, 0.14 mmol) in DCE (1.0 mL). Reactants: CCOC(=O)c1ccc(OC)c(C(=O)[O-])c1, CN(C)C=O, CCN(C(C)C)C(C)C, O=C(Cl)C(=O)Cl, ClCCl, Nc1ccc(Cl)cc1. Product: CCOC(=O)c1ccc(OC)c(C(=O)Nc2ccc(Cl)cc2)c1. Reaction SMILES: [CH3:1][O:2][c:3]1[c:4]([C:14](=[O:15])[O-:16])[cH:5][c:6]([C:7](=[O:8])[O:9][CH2:10][CH3:11])[cH:12][cH:13]1.[CH3:43][N:44]([CH3:45])[CH:46]=[O:47].[CH:31]([N:32]([CH2:33][CH3:34])[CH:35]([CH3:36])[CH3:37])([CH3:38])[CH3:39].[Cl:17][C:18]([C:19]([Cl:20])=[O:21])=[O:22].[Cl:40][CH2:41][Cl:42].[NH2:23][c:24]1[cH:25][cH:26][c:27]([Cl:28])[cH:29][cH:30]1>>[CH3:1][O:2][c:3]1[c:4]([C:14](=[O:16])[NH:23][c:24]2[cH:25][cH:26][c:27]([Cl:28])[cH:29][cH:30]2)[cH:5][c:6]([C:7](=[O:8])[O:9][CH2:10][CH3:11])[cH:12][cH:13]1. Reactants: CCOC(C)=O, CCON=C(C(=O)OCC)c1ccc(OCCOc2ccc3ccccc3c2)s1, CCCCCC, CO, [Na+], C1CCOC1, [OH-]. Product: CCON=C(C(=O)O)c1ccc(OCCOc2ccc3ccccc3c2)s1. RXN SMILES: [C:38]([O:39][CH2:40][CH3:41])(=[O:42])[CH3:43].[CH2:1]([CH3:2])[O:3][C:4]([C:5]([c:6]1[s:7][c:8]([O:11][CH2:12][CH2:13][O:14][c:15]2[cH:16][c:17]3[cH:18][cH:19][cH:20][cH:21][c:22]3[cH:23][cH:24]2)[cH:9][cH:10]1)=[N:25][O:26][CH2:27][CH3:28])=[O:29].[CH3:32][CH2:33][CH2:34][CH2:35][CH2:36][CH3:37].[CH3:44][OH:45].[Na+:31].[O:46]1[CH2:47][CH2:48][CH2:49][CH2:50]1.[OH-:30]>>[O:3]=[C:4]([C:5]([c:6]1[s:7][c:8]([O:11][CH2:12][CH2:13][O:14][c:15]2[cH:16][c:17]3[cH:18][cH:19][cH:20][cH:21][c:22]3[cH:23][cH:24]2)[cH:9][cH:10]1)=[N:25][O:26][CH2:27][CH3:28])[OH:29]. The reactants are O=C([O-])[O-], CC(C)=O, COc1cccc(CCNCCC2CCCCC2)c1, Cl, CCCI, [K+], [K+]. The product is CCCN(CCc1cccc(OC)c1)CCC1CCCCC1. Reaction SMILES: [C:1](=[O:2])([O-:3])[O-:4].[CH3:31][C:32](=[O:33])[CH3:34].[CH:8]1([CH2:14][CH2:15][NH:16][CH2:17][CH2:18][c:19]2[cH:20][c:21]([O:25][CH3:26])[cH:22][cH:23][cH:24]2)[CH2:9][CH2:10][CH2:11][CH2:12][CH2:13]1.[ClH:7].[I:27][CH2:28][CH2:29][CH3:30].[K+:5].[K+:6]>>[CH:8]1([CH2:14][CH2:15][N:16]([CH2:17][CH2:18][c:19]2[cH:20][c:21]([O:25][CH3:26])[cH:22][cH:23][cH:24]2)[CH2:28][CH2:29][CH3:30])[CH2:9][CH2:10][CH2:11][CH2:12][CH2:13]1. The product is COC(=O)C(NC(=O)c1ccc(Br)cc1)C(=O)OC. Reaction SMILES: [Br:15][c:16]1[cH:17][cH:18][c:19]([C:20](=[O:21])[Cl:22])[cH:23][cH:24]1.[Cl:12][CH2:13][Cl:14].[ClH:1].[NH2:2][CH:3]([C:4](=[O:5])[O:6][CH3:7])[C:8](=[O:9])[O:10][CH3:11].[OH2:25]>>[NH:2]([CH:3]([C:4](=[O:5])[O:6][CH3:7])[C:8](=[O:9])[O:10][CH3:11])[C:20]([c:19]1[cH:18][cH:17][c:16]([Br:15])[cH:24][cH:23]1)=[O:21]. The reactants are O=C(Cl)c1ccc(Br)cc1, ClCCl, Cl, COC(=O)C(N)C(=O)OC, O. Starting materials: C[Si](C)(C)[N-][Si](C)(C)C, CCOC(C)=O, O=C(O)c1ccc(C(F)(F)F)nc1Cl, [Li+], Nc1ccccc1, C1CCOC1. Yields the product O=C(O)c1ccc(C(F)(F)F)nc1Nc1ccccc1. As a reaction SMILES: [CH3:15][Si:16]([N-:17][Si:18]([CH3:19])([CH3:20])[CH3:21])([CH3:22])[CH3:23].[CH3:37][CH2:38][O:39][C:40](=[O:41])[CH3:42].[Cl:1][c:2]1[c:3]([C:4](=[O:5])[OH:6])[cH:7][cH:8][c:9]([C:11]([F:12])([F:13])[F:14])[n:10]1.[Li+:24].[NH2:25][c:26]1[cH:27][cH:28][cH:29][cH:30][cH:31]1.[O:32]1[CH2:33][CH2:34][CH2:35][CH2:36]1>>[c:2]1([NH:25][c:26]2[cH:27][cH:28][cH:29][cH:30][cH:31]2)[c:3]([C:4](=[O:5])[OH:6])[cH:7][cH:8][c:9]([C:11]([F:12])([F:13])[F:14])[n:10]1. Procedure: The titled compound was prepared in analogy to example 4.1 using sodium hydride on mineral oil (101 mg, 2.53 mmol), 2-oxoindoline-5-carbonitrile (300 mg, 1.897 mmol), and 2-chloro-5-(((3aS,6aS)-5-(ethoxycarbonyl)hexahydropyrrolo[3,4-b]pyrrol-1(2H)-yl)methyl)pyridine 1-oxide (412, 1.265 mmol). The product is C(#N)C=1C=C2C(=C(NC2=CC1)O)C1=[N+](C=C(C=C1)CN1[C@H]2[C@@H](CC1)CN(C2)C(=O)OCC)[O-] (2-(5-Cyano-2-hydroxy-1H-indol-3-yl)-5-(((3aS,6aS)-5-(ethoxy-carbonyl)hexahydropyrrolo[3,4-b]pyrrol-1(2H)-yl)methyl)pyridine 1-oxide). The reactants are [H-].[Na+] (sodium hydride), oil, O=C1NC2=CC=C(C=C2C1)C#N (2-oxoindoline-5-carbonitrile), ClC1=[N+](C=C(C=C1)CN1[C@H]2[C@@H](CC1)CN(C2)C(=O)OCC)[O-] (2-chloro-5-(((3aS,6aS)-5-(ethoxycarbonyl)hexahydropyrrolo[3,4-b]pyrrol-1(2H)-yl)methyl)pyridine 1-oxide). Reaction SMILES: [H-].[Na+].[O:3]=[C:4]1[CH2:12][C:11]2[C:6](=[CH:7][CH:8]=[C:9]([C:13]#[N:14])[CH:10]=2)[NH:5]1.Cl[C:16]1[CH:21]=[CH:20][C:19]([CH2:22][N:23]2[CH2:27][CH2:26][C@H:25]3[CH2:28][N:29]([C:31]([O:33][CH2:34][CH3:35])=[O:32])[CH2:30][C@@H:24]23)=[CH:18][N+:17]=1[O-:36]>>[C:13]([C:9]1[CH:10]=[C:11]2[C:6](=[CH:7][CH:8]=1)[NH:5][C:4]([OH:3])=[C:12]2[C:16]1[CH:21]=[CH:20][C:19]([CH2:22][N:23]2[CH2:27][CH2:26][C@H:25]3[CH2:28][N:29]([C:31]([O:33][CH2:34][CH3:35])=[O:32])[CH2:30][C@@H:24]23)=[CH:18][N+:17]=1[O-:36])#[N:14] |f:0.1|. Starting materials: NC=1C=CC=C2C=CC=NC12 (8-aminoquinoline), BrC1=CC2=CC=CC=C2C=C1 (2-bromonapthalene), CC(C)([O-])C.[Na+] (sodium tert-butoxide). The reagents and catalysts are C=1C=CC(=CC1)/C=C/C(=O)/C=C/C2=CC=CC=C2.C=1C=CC(=CC1)/C=C/C(=O)/C=C/C2=CC=CC=C2.C=1C=CC(=CC1)/C=C/C(=O)/C=C/C2=CC=CC=C2.[Pd].[Pd] (tris(dibenzylideneacetone)dipalladium), C1(=CC=CC=C1)P(C1=C(C2=CC=CC=C2C=C1)C1=C(C=CC2=CC=CC=C12)P(C1=CC=CC=C1)C1=CC=CC=C1)C1=CC=CC=C1 (rac-2,2′-bis(diphenylphosphino)-1,1′-binapthyl). Run in C1(=CC=CC=C1)C (toluene). Product: C1=C(C=CC2=CC=CC=C12)NC=1C=CC=C2C=CC=NC12 (N-2-naphthylquinolin-8-amine). Yield: 52.7%. As a reaction SMILES: [NH2:1][C:2]1[CH:3]=[CH:4][CH:5]=[C:6]2[C:11]=1[N:10]=[CH:9][CH:8]=[CH:7]2.Br[C:13]1[CH:22]=[CH:21][C:20]2[C:15](=[CH:16][CH:17]=[CH:18][CH:19]=2)[CH:14]=1.CC(C)([O-])C.[Na+]>C1C=CC(/C=C/C(/C=C/C2C=CC=CC=2)=O)=CC=1.C1C=CC(/C=C/C(/C=C/C2C=CC=CC=2)=O)=CC=1.C1C=CC(/C=C/C(/C=C/C2C=CC=CC=2)=O)=CC=1.[Pd].[Pd].C1(P(C2C=CC=CC=2)C2C=CC3C(=CC=CC=3)C=2C2C3C(=CC=CC=3)C=CC=2P(C2C=CC=CC=2)C2C=CC=CC=2)C=CC=CC=1.C1(C)C=CC=CC=1>[CH:19]1[C:20]2[C:15](=[CH:14][CH:13]=[CH:22][CH:21]=2)[CH:16]=[CH:17][C:18]=1[NH:1][C:2]1[CH:3]=[CH:4][CH:5]=[C:6]2[C:11]=1[N:10]=[CH:9][CH:8]=[CH:7]2 |f:2.3,4.5.6.7.8|. Procedure: To a flask equipped with a magnetic stirrer, reflux condensor, and nitrogen inlet was added 8-aminoquinoline (6.81 grams, 47.2 mmoles), 2-bromonapthalene (9.58 grams, 46.3 mmoles), tris(dibenzylideneacetone)dipalladium (0) (0.84 grams, 0.92 mmoles), rac-2,2′-bis(diphenylphosphino)-1,1′-binapthyl (0.6 grams, 0.92 mmoles), sodium tert-butoxide (8.86 grams, 92.2 mmoles) and anhydrous toluene (90 mL). The contents of the flask were refluxed for sixteen hours; cooled to room temperature; and filtered... Solvent: C(C)(=O)OCC (ethyl acetate), O1CCCC1 (tetrahydrofuran). Yields the product C(C1=CC=CC=C1)(C1=CC=CC=C1)OC(=O)C=1N2C(C(C2SCC1C1=CN=C(S1)N=CN(C)C)NC(=O)OC(C)(C)C)=O (2-Benzhydryloxycarbonyl-7-t-butoxycarbonylamino-3-(2-dimethylaminomethyleneamino-thiazol-5-yl)-8-oxo-5-thia-1-azabicyclo[4.2.0]oct-2-ene). Run at temperature 20 celsius, time 25 minute. Yield: 51.3%. Reaction SMILES: [NH2:1][C:2]1[S:3][C:4]([C:7]2[CH2:14][S:13][CH:12]3[N:9]([C:10](=[O:23])[CH:11]3[NH:15][C:16]([O:18][C:19]([CH3:22])([CH3:21])[CH3:20])=[O:17])[C:8]=2[C:24]([O:26][CH:27]([C:34]2[CH:39]=[CH:38][CH:37]=[CH:36][CH:35]=2)[C:28]2[CH:33]=[CH:32][CH:31]=[CH:30][CH:29]=2)=[O:25])=[CH:5][N:6]=1.CO[CH:42](OC)[N:43]([CH3:45])[CH3:44]>O1CCCC1.C(OCC)(=O)C>[CH:27]([O:26][C:24]([C:8]1[N:9]2[CH:12]([S:13][CH2:14][C:7]=1[C:4]1[S:3][C:2]([N:1]=[CH:42][N:43]([CH3:45])[CH3:44])=[N:6][CH:5]=1)[CH:11]([NH:15][C:16]([O:18][C:19]([CH3:22])([CH3:21])[CH3:20])=[O:17])[C:10]2=[O:23])=[O:25])([C:28]1[CH:33]=[CH:32][CH:31]=[CH:30][CH:29]=1)[C:34]1[CH:39]=[CH:38][CH:37]=[CH:36][CH:35]=1. Procedure details: A solution of 3-(2-amino-thiazol-5-yl)-2-benzhydryloxycarbonyl-7-t-butoxycarbonylamino-8-oxo-5-thia-1-azabicyclo[4.2.0]oct-2-ene (4 g) in tetrahydrofuran (50 cc) is treated with dimethoxy(dimethylamino)methane (1.13 g). The reaction mixture is stirred for 25 minutes at 20° C., then diluted with ethyl acetate (150 cc), washed with distilled water (4×150 cc) and with a saturated sodium chloride solution (150 cc) and dried ove magnesium sulphate. The residue obtained after evaporation of the solven... The reactants are NC=1SC(=CN1)C1=C(N2C(C(C2SC1)NC(=O)OC(C)(C)C)=O)C(=O)OC(C1=CC=CC=C1)C1=CC=CC=C1 (3-(2-amino-thiazol-5-yl)-2-benzhydryloxycarbonyl-7-t-butoxycarbonylamino-8-oxo-5-thia-1-azabicyclo[4.2.0]oct-2-ene), COC(N(C)C)OC (dimethoxy(dimethylamino)methane). Starting materials: C(C)(C)(C)OC(=O)N1C[C@H](C[C@H]1CO)NC1=C(C(=O)NCC2=CC(=C(C=C2)OC)OC)C=C(C=C1)[N+](=O)[O-] (2-[(3S,5S)-1-(tert-butoxycarbonyl)-5-(hydroxymethyl)pyrrolidin-3-ylamino]-N-(3,4-dimethoxylbenzyl)-5-nitrobenzamide), Cl (hydrogen chloride). Solvent: C(C)(=O)OCC (ethyl acetate). Reaction conditions: time 1 day. The product is O(C)C=1C=C(CNC(C2=C(C=CC(=C2)[N+](=O)[O-])N[C@@H]2CN[C@@H](C2)CO)=O)C=CC1OC (N-(3,4-dimethoxylbenzyl)-2-[(3S,5S)-5-(hydroxymethyl)pyrrolidin-3-ylamino]-5-nitrobenzamide). The yield is 91.5%. RXN SMILES: C(OC([N:8]1[C@H:12]([CH2:13][OH:14])[CH2:11][C@H:10]([NH:15][C:16]2[CH:35]=[CH:34][C:33]([N+:36]([O-:38])=[O:37])=[CH:32][C:17]=2[C:18]([NH:20][CH2:21][C:22]2[CH:27]=[CH:26][C:25]([O:28][CH3:29])=[C:24]([O:30][CH3:31])[CH:23]=2)=[O:19])[CH2:9]1)=O)(C)(C)C.Cl>C(OCC)(=O)C>[O:30]([C:24]1[CH:23]=[C:22]([CH:27]=[CH:26][C:25]=1[O:28][CH3:29])[CH2:21][NH:20][C:18](=[O:19])[C:17]1[CH:32]=[C:33]([N+:36]([O-:38])=[O:37])[CH:34]=[CH:35][C:16]=1[NH:15][C@H:10]1[CH2:11][C@@H:12]([CH2:13][OH:14])[NH:8][CH2:9]1)[CH3:31]. Procedure: A mixture of 2-[(3S,5S)-1-(tert-butoxycarbonyl)-5-(hydroxymethyl)pyrrolidin-3-ylamino]-N-(3,4-dimethoxylbenzyl)-5-nitrobenzamide (326 mg) and 4N-hydrogen chloride solution in ethyl acetate (5 mL) was stirred for one day at ambient temperature. After evaporation of the solvent, the residue was partitioned between chloroform and an aqueous saturated sodium bicarbonate solution. The organic layer was separated, washed with brine and dried over magnesium sulfate. The filtrate was evaporated to give ...